This data is from the Open Reaction Database (ORD), a public repository of structured organic reaction records. The task is: describe an organic reaction: reactants, conditions, products, and yield The reactants are B, C1CCOC1, C1CCOC1, O, O=C(O)c1ccc(I)c(O)c1. Yields the product OCc1ccc(I)c(O)c1. Reaction SMILES: [BH3:12].[CH2:13]1[O:14][CH2:15][CH2:16][CH2:17]1.[CH2:19]1[O:20][CH2:21][CH2:22][CH2:23]1.[OH2:18].[OH:1][c:2]1[cH:3][c:4]([C:5](=[O:6])[OH:7])[cH:8][cH:9][c:10]1[I:11]>>[OH:1][c:2]1[cH:3][c:4]([CH2:5][OH:6])[cH:8][cH:9][c:10]1[I:11]. Starting materials: ClC(Cl)(OC(OC(Cl)(Cl)Cl)=O)Cl (triphosgene), C(C1=CC=CC=C1)N1CCC(CC1)=O (1-benzyl-piperidin-4-one). Solvent: C(Cl)Cl (methylene chloride), C(Cl)Cl (methylene chloride). Conditions: temperature 25 celsius, time 8 hour. Product: O=C1CCN(CC1)C(=O)Cl (4-oxo-piperidine-1-carbonyl chloride). Yield: 251.4%. As a reaction SMILES: ClC(Cl)(OC(=O)[O:6][C:7]([Cl:10])(Cl)Cl)Cl.C([N:20]1[CH2:25][CH2:24][C:23](=[O:26])[CH2:22][CH2:21]1)C1C=CC=CC=1>C(Cl)Cl>[O:26]=[C:23]1[CH2:24][CH2:25][N:20]([C:7]([Cl:10])=[O:6])[CH2:21][CH2:22]1. Procedure details: A solution of triphosgene (2.84 g, 9.6 mmol) in methylene chloride (100 mL) at 0° C. was treated with a solution of 1-benzyl-piperidin-4-one (6.0 g, 31.7 mmol) in methylene chloride (100 mL). The reaction mixture was allowed to warm to 25° C. and was stirred at 25° C. overnight. At this time, the mixture was concentrated in vacuo. Flash chromatography (Merck Silica gel 60, 230-400 mesh, gradient elution 60/40 ethyl acetate/hexanes) afforded 4-oxo-piperidine-1-carbonyl chloride (3.9 g, 76%) as a ... Reactants: BrC=1C=C(C(=NC1)NC(OC(C)(C)C)=O)N(S(=O)(=O)C)S(=O)(=O)C (tert-butyl 5-bromo-3-(N-(methylsulfonyl)methylsulfonamido)pyridin-2-ylcarbamate), CN(CCN)C (N,N-dimethylethylenediamine). Run in O1CCOCC1 (dioxane), C(C)(=O)OCC (ethyl acetate). Product: BrC=1C=C(C(=NC1)NC(OC(C)(C)C)=O)NS(=O)(=O)C (tert-butyl 5-bromo-3-(methylsulfonamido)pyridin-2-ylcarbamate). Isolated yield 100.0%. As a reaction SMILES: [Br:1][C:2]1[CH:3]=[C:4]([N:16](S(C)(=O)=O)[S:17]([CH3:20])(=[O:19])=[O:18])[C:5]([NH:8][C:9](=[O:15])[O:10][C:11]([CH3:14])([CH3:13])[CH3:12])=[N:6][CH:7]=1.CN(C)CCN>O1CCOCC1.C(OCC)(=O)C>[Br:1][C:2]1[CH:3]=[C:4]([NH:16][S:17]([CH3:20])(=[O:19])=[O:18])[C:5]([NH:8][C:9](=[O:15])[O:10][C:11]([CH3:14])([CH3:13])[CH3:12])=[N:6][CH:7]=1. Procedure details: A solution of tert-butyl 5-bromo-3-(N-(methylsulfonyl)methylsulfonamido)pyridin-2-ylcarbamate (68 mg, 0.15 mmol) and N,N-dimethylethylenediamine (169 uL, 1.5 mmol) in dioxane (1 mL) was stirred at rt for 70 min. After diluting with ethyl acetate, the mixture was washed with aqueous citric acid (10%) followed by water. The organic phase was then dried over magnesium sulfate, filtered, and concentrated in vacuo. The residue was then diluted with dichloromethane which was then washed with 1 N HCl. ... The reactants are Br.[N+](=O)([O-])C=1C=C(C=CC1)C=1N=C(SC1)N (4-(3-nitro-phenyl)-thiazol-2-ylamine hydrobromide), C(C)(C)(C)C1=CC=C(S1)S(=O)(=O)Cl (5-tert-butyl-thiophene-2-sulfonyl chloride), Cl (hydrochloric acid). The solvent is N1=CC=CC=C1 (pyridine). Conditions: time 30 minute. The product is [N+](=O)([O-])C=1C=C(C=CC1)C=1N=C(SC1)NS(=O)(=O)C=1SC(=CC1)C(C)(C)C (5-tert-Butyl-thiophene-2-sulfonic acid [4-(3-nitro-phenyl)-thiazol-2-yl]-amide). Reaction SMILES: Br.[N+:2]([C:5]1[CH:6]=[C:7]([C:11]2[N:12]=[C:13]([NH2:16])[S:14][CH:15]=2)[CH:8]=[CH:9][CH:10]=1)([O-:4])=[O:3].[C:17]([C:21]1[S:25][C:24]([S:26](Cl)(=[O:28])=[O:27])=[CH:23][CH:22]=1)([CH3:20])([CH3:19])[CH3:18].Cl>N1C=CC=CC=1>[N+:2]([C:5]1[CH:6]=[C:7]([C:11]2[N:12]=[C:13]([NH:16][S:26]([C:24]3[S:25][C:21]([C:17]([CH3:20])([CH3:19])[CH3:18])=[CH:22][CH:23]=3)(=[O:27])=[O:28])[S:14][CH:15]=2)[CH:8]=[CH:9][CH:10]=1)([O-:4])=[O:3] |f:0.1|. Procedure details: A mixture of 0.5 g of 4-(3-nitro-phenyl)-thiazol-2-ylamine hydrobromide with 0.43 g of 5-tert-butyl-thiophene-2-sulfonyl chloride was stirred overnight with 2 ml of pyridine. The resulting, red colored suspension was poured into 30 ml of 1N hydrochloric acid and the mixture was extracted three times with 30 ml of ethyl acetate each time. The organic phases were combined, dried with magnesium sulphate and the solvent was removed on a rotary evaporator. The residue was chromatographed on 50 g of K... Reactants: ClC1=NC(=NC=C1C=O)SC (4-Chloro-2-(methylthio)pyrimidine-5-carbaldehyde), ClC1=C(C=C(C=C1)[N+](=O)[O-])CC(=O)NOC (2-(2-chloro-5-nitrophenyl)-N-methoxyacetamide), C([O-])([O-])=O.[K+].[K+] (Potassium carbonate). Run in CN(C)C=O (DMF). Conditions: temperature 0 celsius, time 2 hour. Yields the product ClC1=C(C=C(C=C1)[N+](=O)[O-])C1=CC2=C(N=C(N=C2)SC)N(C1=O)OC (6-(2-chloro-5-nitrophenyl)-8-methoxy-2-(methylthio)pyrido[2,3-d]pyrimidin-7(8H)-one). Yield: 52.0%. RXN SMILES: Cl[C:2]1[C:7]([CH:8]=O)=[CH:6][N:5]=[C:4]([S:10][CH3:11])[N:3]=1.[Cl:12][C:13]1[CH:18]=[CH:17][C:16]([N+:19]([O-:21])=[O:20])=[CH:15][C:14]=1[CH2:22][C:23]([NH:25][O:26][CH3:27])=[O:24].C(=O)([O-])[O-].[K+].[K+]>CN(C=O)C>[Cl:12][C:13]1[CH:18]=[CH:17][C:16]([N+:19]([O-:21])=[O:20])=[CH:15][C:14]=1[C:22]1[C:23](=[O:24])[N:25]([O:26][CH3:27])[C:2]2[N:3]=[C:4]([S:10][CH3:11])[N:5]=[CH:6][C:7]=2[CH:8]=1 |f:2.3.4|. Procedure details: 4-Chloro-2-(methylthio)pyrimidine-5-carbaldehyde (90 mmol) and 2-(2-chloro-5-nitrophenyl)-N-methoxyacetamide (98 mmol) were dissolved in DMF (1 L) to give a brown solution. The reaction mixture was cooled to 0° C. Potassium carbonate (197 mmol) was added. The mixture was stirred at 0° C. for 2 h and then allowed to warm to room temperature over night. Potassium carbonate was filtered off and the filtrate was concentrated to approximately 100 mL. The residue was diluted with water (1 L) and filte... Reactants: OC1=CC=C(C(=O)O)C=C1 (4-hydroxybenzoic acid), ClC(=O)OCC.C(C)N1CCOCC1 (ethyl chloroformate 4-ethylmorpholine), C(#N)C1=CC=C(CCN)C=C1 (p-cyanophenethylamine). Yields the product C(#N)C1=CC=C(CCNC(=O)C2=CC=C(C=C2)O)C=C1 (p-(p-cyanophenethylcarbamoyl)phenol). Reaction SMILES: [OH:1][C:2]1[CH:10]=[CH:9][C:5]([C:6]([OH:8])=O)=[CH:4][CH:3]=1.ClC(OCC)=O.C(N1CCOCC1)C.[C:25]([C:27]1[CH:35]=[CH:34][C:30]([CH2:31][CH2:32][NH2:33])=[CH:29][CH:28]=1)#[N:26]>>[C:25]([C:27]1[CH:35]=[CH:34][C:30]([CH2:31][CH2:32][NH:33][C:6]([C:5]2[CH:4]=[CH:3][C:2]([OH:1])=[CH:10][CH:9]=2)=[O:8])=[CH:29][CH:28]=1)#[N:26] |f:1.2|. Procedure details: The starting material was prepared by reaction of 4-hydroxybenzoic acid with ethyl chloroformate/4-ethylmorpholine and subsequent addition of p-cyanophenethylamine to give p-(p-cyanophenethylcarbamoyl)phenol and then etherification with methyl bromoacetate/KOH in acetone. Starting materials: ClC(=O)OCC(Cl)(Cl)Cl (2,2,2-trichloroethyl chloroformate), NC1=CC(=NN1C1=CC(=CC=C1)OCCOC1OCCCC1)C(C#N)(C)C (2-(5-Amino-1-{3-[2-(tetrahydro-pyran-2-yloxy)-ethoxy]-phenyl}-1H-pyrazol-3-yl)-2-methyl-propionitrile), [OH-].[Na+] (NaOH), ClC(=O)OCC(Cl)(Cl)Cl (2,2,2-trichloroethyl chloroformate), ClC(=O)OCC(Cl)(Cl)Cl (2,2,2-trichloroethyl chloroformate). The solvent is CCOC(=O)C (EtOAc). Reaction conditions: time 30 minute. Yields the product ClC(COC(NC=1N(N=C(C1)C(C)(C)C#N)C1=CC(=CC=C1)OCCOC1OCCCC1)=O)(Cl)Cl ((5-(Cyano-dimethyl-methyl)-2-{3-[2-(tetrahydro-pyran-2-yloxy)-ethoxy]-phenyl}-2H-pyrazol-3-yl)-carbamic acid 2,2,2-trichloro-ethyl ester). Isolated yield 79.9%. Reaction SMILES: [NH2:1][C:2]1[N:6]([C:7]2[CH:12]=[CH:11][CH:10]=[C:9]([O:13][CH2:14][CH2:15][O:16][CH:17]3[CH2:22][CH2:21][CH2:20][CH2:19][O:18]3)[CH:8]=2)[N:5]=[C:4]([C:23]([CH3:27])([CH3:26])[C:24]#[N:25])[CH:3]=1.[OH-].[Na+].Cl[C:31]([O:33][CH2:34][C:35]([Cl:38])([Cl:37])[Cl:36])=[O:32]>CCOC(C)=O>[Cl:36][C:35]([Cl:38])([Cl:37])[CH2:34][O:33][C:31](=[O:32])[NH:1][C:2]1[N:6]([C:7]2[CH:12]=[CH:11][CH:10]=[C:9]([O:13][CH2:14][CH2:15][O:16][CH:17]3[CH2:22][CH2:21][CH2:20][CH2:19][O:18]3)[CH:8]=2)[N:5]=[C:4]([C:23]([C:24]#[N:25])([CH3:27])[CH3:26])[CH:3]=1 |f:1.2|. Reported procedure: Intermediate 20c (317 mg, 0.86 mmol) was dissolved in EtOAc (2.5 mL) and 1M NaOH solution (1.4 mL, 2.14 mmol) and cooled in an ice bath. While stirring, 2,2,2-trichloroethyl chloroformate (227 mg, μL, 1.07 mmol) was then added dropwise, and the ice bath removed. After 30 min, a further 0.65 eq. of 2,2,2-trichloroethyl chloroformate was added, and the reaction continued. After 30 min, a further 0.65 eq. of 2,2,2-trichloroethyl chloroformate was added, and the reaction continued overnight. The rea... Reactants: Cn1c(CNCCCCNC(=O)OC(C)(C)C)nc2ccccc21, Cc1cccnc1C=O, ClCCl. Yields the product Cc1cccnc1CN(CCCCNC(=O)OC(C)(C)C)Cc1nc2ccccc2n1C. RXN SMILES: [C:1]([CH3:2])([CH3:3])([CH3:4])[O:5][C:6]([NH:7][CH2:8][CH2:9][CH2:10][CH2:11][NH:12][CH2:13][c:14]1[n:15][c:16]2[c:17]([n:18]1[CH3:19])[cH:20][cH:21][cH:22][cH:23]2)=[O:24].[CH3:25][c:26]1[c:27]([CH:32]=[O:33])[n:28][cH:29][cH:30][cH:31]1.[Cl:34][CH2:35][Cl:36]>>[C:1]([CH3:2])([CH3:3])([CH3:4])[O:5][C:6]([NH:7][CH2:8][CH2:9][CH2:10][CH2:11][N:12]([CH2:13][c:14]1[n:15][c:16]2[c:17]([n:18]1[CH3:19])[cH:20][cH:21][cH:22][cH:23]2)[CH2:32][c:27]1[c:26]([CH3:25])[cH:31][cH:30][cH:29][n:28]1)=[O:24].